Dataset: the Open Reaction Database (ORD), a public repository of structured organic reaction records. Task: describe an organic reaction: reactants, conditions, products, and yield Starting materials: O=C([O-])[O-], CCO, Clc1nc2ccccc2s1, [K+], [K+], Nc1ccc(S)cc1. The product is Nc1ccc(Sc2nc3ccccc3s2)cc1. RXN SMILES: [C:19](=[O:20])([O-:21])[O-:22].[CH3:25][CH2:26][OH:27].[Cl:1][c:2]1[s:3][c:4]2[c:5]([n:6]1)[cH:7][cH:8][cH:9][cH:10]2.[K+:23].[K+:24].[NH2:11][c:12]1[cH:13][cH:14][c:15]([SH:18])[cH:16][cH:17]1>>[c:2]1([S:18][c:15]2[cH:14][cH:13][c:12]([NH2:11])[cH:17][cH:16]2)[s:3][c:4]2[c:5]([n:6]1)[cH:7][cH:8][cH:9][cH:10]2. The reactants are O=S1(N(CCC1)C(C)(C)C1=CC=C(C(=O)O)C=C1)=O (4-[1-(1,1-dioxo-1λ6-isothiazolidin-2-yl)-1-methylethyl]benzoic acid), Cl.CC=1C(=NC=C(N1)C)N1CCNCC1 ((3,5-dimethylpyrazin-2-yl)piperazine hydrochloride). Product: CC=1C(=NC=C(N1)C)N1CCN(CC1)C(=O)C1=CC=C(C=C1)C(C)(C)N1S(CCC1)(=O)=O ([(3,5-dimethylpyrazin-2-yl)piperazin-4-yl] {4-[1-(1,1-dioxo-1λ6-isothiazolidin-2-yl)-1-methylethyl]phenyl}methanone). Yield: 53.9%. Reaction SMILES: [O:1]=[S:2]1(=[O:19])[CH2:6][CH2:5][CH2:4][N:3]1[C:7]([C:10]1[CH:18]=[CH:17][C:13]([C:14]([OH:16])=O)=[CH:12][CH:11]=1)([CH3:9])[CH3:8].Cl.[CH3:21][C:22]1[C:23]([N:29]2[CH2:34][CH2:33][NH:32][CH2:31][CH2:30]2)=[N:24][CH:25]=[C:26]([CH3:28])[N:27]=1>>[CH3:21][C:22]1[C:23]([N:29]2[CH2:30][CH2:31][N:32]([C:14]([C:13]3[CH:12]=[CH:11][C:10]([C:7]([N:3]4[CH2:4][CH2:5][CH2:6][S:2]4(=[O:1])=[O:19])([CH3:8])[CH3:9])=[CH:18][CH:17]=3)=[O:16])[CH2:33][CH2:34]2)=[N:24][CH:25]=[C:26]([CH3:28])[N:27]=1 |f:1.2|. Procedure details: Using 4-[1-(1,1-dioxo-1λ6-isothiazolidin-2-yl)-1-methylethyl]benzoic acid (100 mg) described in Preparation Example 39 and (3,5-dimethylpyrazin-2-yl)piperazine hydrochloride (81 mg) described in Preparation Example 104 and by the reaction and treatment in the same manner as in Example 86, the title compound (87 mg) was obtained. Starting materials: product, C(C#CC)OC1=CC=C(C=C1)S(=O)(=O)NC(C(=O)O)C1=CC=C(C=C1)O (({[4-(2-butynyloxy)phenyl]sulfonyl}amino)(4hydroxyphenyl)acetic acid), C(=O)(O)[O-].[Na+] (NaHCO3), C(CCl)Cl (EDC), C=1C=CC2=C(C1)N=NN2O (HOBT), Cl.C(C)(C)(C)ON (O-t-butylhydroxylamine hydrochloride). Run in CN(C)C=O (DMF). Conditions: temperature 50 celsius, time 6 hour. The product is C(C)(C)(C)ONC(C(C1=CC=C(C=C1)O)NS(=O)(=O)C1=CC=C(C=C1)OCC#CC)=O (N-(tert-butoxy)-2-({[4-(2-butynyloxy)phenyl]-sulfonyl}amino)-2-(4hydroxyphenyl)acetamide). Yield: 83.0%. As a reaction SMILES: [CH2:1]([O:5][C:6]1[CH:11]=[CH:10][C:9]([S:12]([NH:15][CH:16]([C:20]2[CH:25]=[CH:24][C:23]([OH:26])=[CH:22][CH:21]=2)[C:17]([OH:19])=O)(=[O:14])=[O:13])=[CH:8][CH:7]=1)[C:2]#[C:3][CH3:4].C([O-])(O)=O.[Na+].C(Cl)CCl.C1C=CC2N(O)N=NC=2C=1.Cl.[C:47]([O:51][NH2:52])([CH3:50])([CH3:49])[CH3:48]>CN(C=O)C>[C:47]([O:51][NH:52][C:17](=[O:19])[CH:16]([NH:15][S:12]([C:9]1[CH:10]=[CH:11][C:6]([O:5][CH2:1][C:2]#[C:3][CH3:4])=[CH:7][CH:8]=1)(=[O:14])=[O:13])[C:20]1[CH:25]=[CH:24][C:23]([OH:26])=[CH:22][CH:21]=1)([CH3:50])([CH3:49])[CH3:48] |f:1.2,5.6|. Reported procedure: To a solution of 12.18 g (32.48 mmol) of product of ({[4-(2-butynyloxy)phenyl]sulfonyl}amino)(4hydroxyphenyl)acetic acid in 5 ml of DMF at room temperature was added 165.65 g (1.95 mol) of NaHCO3, 17.4 g (90.9 mmol) of EDC, 10.53 g (77.95 mmol) of HOBT and 61.2 g (487.2 mmol) of O-t-butylhydroxylamine hydrochloride. The reaction was stirred at 50° C. for 6 h, then at room temperature overnight. DMF was removed. The resulting light brown solid was diluted with ethyl acetate/water, extracted with ... Reactants: COC1=NC=CC=C1N (2-Methoxy-pyridin-3-amine), C1(=CC=CC=C1)COC1=C(C(=O)O)C=C(C=C1)C1=CC=NC=C1 (2-[(phenylmethyl)oxy]-5-(4-pyridinyl)benzoic acid), C(CCl)Cl (EDC), C=1C=CC2=C(C1)N=NN2O (HOBT), NH4HCO3 water. Run in CC#N (CH3CN), CN(C=O)C (dimethylformamide), O (water). Conditions: temperature 25 celsius, time 8 hour. Product: COC1=NC=CC=C1NC(C1=C(C=CC(=C1)C1=CC=NC=C1)OCC1=CC=CC=C1)=O (N-[2-(Methyloxy)-3-pyridinyl]-2-[(phenylmethyl)oxy]-5-(4-pyridinyl)benzamide). Reaction SMILES: [C:1]1([CH2:7][O:8][C:9]2[CH:17]=[CH:16][C:15]([C:18]3[CH:23]=[CH:22][N:21]=[CH:20][CH:19]=3)=[CH:14][C:10]=2[C:11]([OH:13])=O)[CH:6]=[CH:5][CH:4]=[CH:3][CH:2]=1.C(Cl)CCl.C1C=CC2N(O)N=NC=2C=1.[CH3:38][O:39][C:40]1[C:45]([NH2:46])=[CH:44][CH:43]=[CH:42][N:41]=1>CN(C)C=O.O.CC#N>[CH3:38][O:39][C:40]1[C:45]([NH:46][C:11](=[O:13])[C:10]2[CH:14]=[C:15]([C:18]3[CH:23]=[CH:22][N:21]=[CH:20][CH:19]=3)[CH:16]=[CH:17][C:9]=2[O:8][CH2:7][C:1]2[CH:2]=[CH:3][CH:4]=[CH:5][CH:6]=2)=[CH:44][CH:43]=[CH:42][N:41]=1. Procedure: A solution of 2-[(phenylmethyl)oxy]-5-(4-pyridinyl)benzoic acid (may be prepared as described in Description 79; 110 mg, 0.33 mmol), EDC (126 mg, 0.66 mmol) and HOBT (101 mg, 0.66 mmol) in dimethylformamide (2 ml) was stirred in air at room temperature for 1 h. 2-Methoxy-pyridin-3-amine (40.8 mg, 0.33 mmol) was then added in one charge. The reaction mixture was stirred at 25° C. overnight. The reaction mixture was diluted with water (25 ml) and then extracted with ethyl acetate (60 ml×3). The or... Reactants: CC=1C=C(C=CC1C(F)(F)F)C1=NC=2N(C(=C1)C(F)(F)F)N=CC2C(=O)O (5-(3-methyl-4-trifluoromethyl-phenyl)-7-trifluoromethyl-pyrazolo[1,5-a]pyrimidine-3-carboxylic acid), ONC(C1=CC=C(C=C1)S(N)(=O)=O)=N (N-hydroxy-4-sulfamoyl-benzamidine). The product is CC=1C=C(C=CC1C(F)(F)F)C1=NC=2N(C(=C1)C(F)(F)F)N=CC2C2=NC(=NO2)C2=CC=C(C=C2)S(=O)(=O)N (4-{5-[5-(3-Methyl-4-trifluoromethyl-phenyl)-7-trifluoromethyl-pyrazolo[1,5-a]pyrimidin-3-yl]-[1,2,4]oxadiazol-3-yl}-benzenesulfonamide). As a reaction SMILES: [CH3:1][C:2]1[CH:3]=[C:4]([C:12]2[CH:17]=[C:16]([C:18]([F:21])([F:20])[F:19])[N:15]3[N:22]=[CH:23][C:24]([C:25](O)=O)=[C:14]3[N:13]=2)[CH:5]=[CH:6][C:7]=1[C:8]([F:11])([F:10])[F:9].[OH:28][NH:29][C:30](=[NH:41])[C:31]1[CH:36]=[CH:35][C:34]([S:37](=[O:40])(=[O:39])[NH2:38])=[CH:33][CH:32]=1>>[CH3:1][C:2]1[CH:3]=[C:4]([C:12]2[CH:17]=[C:16]([C:18]([F:21])([F:19])[F:20])[N:15]3[N:22]=[CH:23][C:24]([C:25]4[O:28][N:29]=[C:30]([C:31]5[CH:36]=[CH:35][C:34]([S:37]([NH2:38])(=[O:39])=[O:40])=[CH:33][CH:32]=5)[N:41]=4)=[C:14]3[N:13]=2)[CH:5]=[CH:6][C:7]=1[C:8]([F:9])([F:10])[F:11]. Procedure: The title compound was prepared from 5-(3-methyl-4-trifluoromethyl-phenyl)-7-trifluoromethyl-pyrazolo[1,5-a]pyrimidine-3-carboxylic acid (example C.8) (195 mg, 0.5 mmol) and N-hydroxy-4-sulfamoyl-benzamidine [CAS-No. 4476-10-2] (161 mg, 0.75 mmol) according to general procedure II. Obtained after purification by flash chromatography (ethyl acetate/heptane) and crystallization (dichloromethane) as a yellow solid (200 mg, 70%). MS (ISN) 567.2 [(M−H)−]; mp 273° C. Starting materials: ON\C(\C=1C=CC=C2C(=CNC12)CCC(=O)OCC)=N/[H] (Ethyl 3-{7-[(Z)-(hydroxyamino)(imino)methyl]-1H-indol-3-yl}propanoate), ClC=1C=C(C(=O)O)C=C(C1OCC)OCC (3-chloro-4,5-bis(ethyloxy)benzoic acid), CCN=C=NCCCN(C)C (EDCI), C=1C=CC2=C(C1)N=NN2O (HOBT), CCCC[N+](CCCC)(CCCC)CCCC.[F-] (TBAF). Run in O1CCCC1 (tetrahydrofuran). Reaction conditions: time 2 hour. Yields the product ClC=1C=C(C=C(C1OCC)OCC)C1=NC(=NO1)C=1C=CC=C2C(=CNC12)CCC(=O)OC (methyl 3-(7-{5-[3-chloro-4,5-bis(ethyloxy)phenyl]-1,2,4-oxadiazol-3-yl}-1H-indol-3-yl)propanoate). Yield: 11.2%. As a reaction SMILES: [Cl:1][C:2]1[CH:3]=[C:4]([CH:8]=[C:9]([O:14][CH2:15][CH3:16])[C:10]=1[O:11][CH2:12][CH3:13])[C:5]([OH:7])=O.CCN=C=NCCCN(C)C.C1C=CC2N(O)N=NC=2C=1.O[NH:39]/[C:40](=[N:57]\[H])/[C:41]1[CH:42]=[CH:43][CH:44]=[C:45]2[C:49]=1[NH:48][CH:47]=[C:46]2[CH2:50][CH2:51][C:52]([O:54][CH2:55]C)=[O:53].CCCC[N+](CCCC)(CCCC)CCCC.[F-]>O1CCCC1>[Cl:1][C:2]1[CH:3]=[C:4]([C:5]2[O:7][N:57]=[C:40]([C:41]3[CH:42]=[CH:43][CH:44]=[C:45]4[C:49]=3[NH:48][CH:47]=[C:46]4[CH2:50][CH2:51][C:52]([O:54][CH3:55])=[O:53])[N:39]=2)[CH:8]=[C:9]([O:14][CH2:15][CH3:16])[C:10]=1[O:11][CH2:12][CH3:13] |f:4.5|. Procedure details: To a solution of 3-chloro-4,5-bis(ethyloxy)benzoic acid (D69) (184 mg) in tetrahydrofuran (10 mL) stirred at room temperature was added EDCI (192 mg) and HOBT (153 mg). The reaction mixture was stirred for 2 h, followed by addition of methyl 3-{7-[(Z)-(hydroxyamino)(imino)methyl]-1H-indol-3-yl}propanoate (D35) (131 mg). The reaction mixture was stirred at 60° C. for another 2 h, and then TBAF (523 mg) was added. The reaction vessel was sealed and heated in Biotage Initiator using initial normal ...